Dataset: the Open Reaction Database (ORD), a public repository of structured organic reaction records. Task: describe an organic reaction: reactants, conditions, products, and yield Reactants: C(C)(C)(C)C1(OC1)C(C)(N1N=CN=C1)F (2-tert.-butyl-2-[1-fluoro-1-(1H-1,2,4-triazol-1-yl)-ethyl]-oxirane), FC1=CC=C(C=C1)O (4-fluorophenol), [K] (potassium). Run in COCCOCCOC (diethylene glycol dimethyl ether), ice water. The product is FC1=CC=C(OCC(C(N2N=CN=C2)(C)F)(O)C(C)(C)C)C=C1 (1-(4-fluorophenoxy)-2-tert.-butyl-2-hydroxy-3-fluoro-3-methyl-3-(1H-1,2,4-triazol-1-yl)-propane). Isolated yield 17.8%. Reaction SMILES: [C:1]([C:5]1([C:8]([F:15])([N:10]2[CH:14]=[N:13][CH:12]=[N:11]2)[CH3:9])[CH2:7][O:6]1)([CH3:4])([CH3:3])[CH3:2].[F:16][C:17]1[CH:22]=[CH:21][C:20]([OH:23])=[CH:19][CH:18]=1.[K]>COCCOCCOC>[F:16][C:17]1[CH:22]=[CH:21][C:20]([O:23][CH2:7][C:5]([C:1]([CH3:4])([CH3:3])[CH3:2])([OH:6])[C:8]([F:15])([CH3:9])[N:10]2[CH:14]=[N:13][CH:12]=[N:11]2)=[CH:19][CH:18]=1 |^1:23|. Reported procedure: 6.0 g of 2-tert.-butyl-2-[1-fluoro-1-(1H-1,2,4-triazol-1-yl)-ethyl]-oxirane, 3.1 g of 4-fluorophenol and 0.4 g of potassium p-fluorophenate in 20 ml of diethylene glycol dimethyl ether are heated at 140° C. for 6 hours. After cooling, the reaction mixture is taken up in ice water and extracted with ethyl acetate. The combined organic phases are washed successively with water, saturated sodium chloride solution, 2N sodium hydroxide solution, water and saturated sodium chloride solution, dried ove... Reactants: C(C1=CC=CC=C1)OC(=O)N[C@H](C(=O)OC)CN1CCC(CC1)=C1C2=C(C=CC3=C1C=CC=C3)C=CC=C2 (methyl (S)-2-benzyloxycarbonylamino-3-[4-(5H-dibenzo[a,d]cyclohepten-5-ylidene)piperidin-1-yl]propionate), [OH-].[Na+] (NaOH). Solvent: C(C)O (ethanol). Conditions: time 3 hour. Yields the product C(C1=CC=CC=C1)OC(=O)N[C@H](C(=O)O)CN1CCC(CC1)=C1C2=C(C=CC3=C1C=CC=C3)C=CC=C2 ((S)-2-Benzyloxycarbonylamino-3-[4-(5H-dibenzo[a,d]cyclohepten-5-ylidene)piperidin-1-yl]propionic acid). As a reaction SMILES: [CH2:1]([O:8][C:9]([NH:11][C@@H:12]([CH2:17][N:18]1[CH2:23][CH2:22][C:21](=[C:24]2[C:30]3[CH:31]=[CH:32][CH:33]=[CH:34][C:29]=3[CH:28]=[CH:27][C:26]3[CH:35]=[CH:36][CH:37]=[CH:38][C:25]2=3)[CH2:20][CH2:19]1)[C:13]([O:15]C)=[O:14])=[O:10])[C:2]1[CH:7]=[CH:6][CH:5]=[CH:4][CH:3]=1.[OH-].[Na+]>C(O)C>[CH2:1]([O:8][C:9]([NH:11][C@@H:12]([CH2:17][N:18]1[CH2:23][CH2:22][C:21](=[C:24]2[C:25]3[CH:38]=[CH:37][CH:36]=[CH:35][C:26]=3[CH:27]=[CH:28][C:29]3[CH:34]=[CH:33][CH:32]=[CH:31][C:30]2=3)[CH2:20][CH2:19]1)[C:13]([OH:15])=[O:14])=[O:10])[C:2]1[CH:7]=[CH:6][CH:5]=[CH:4][CH:3]=1 |f:1.2|. Procedure: To a solution of methyl (S)-2-benzyloxycarbonylamino-3-[4-(5H-dibenzo[a,d]cyclohepten-5-ylidene)piperidin-1-yl]propionate(2 g, 3.9 mmol) in 30 ml ethanol was added 10 ml of 1N NaOH aqueous solution. The mixture was then stirred at room temperature for 3 hours. After removing most ethanol under reduced pressure, the remaining mixture was diluted with ice-water and neutralized with acetic acid. The mixture was then extracted with chloroform (2×30 ml). The combined chloroform extract was washed wit... Reactants: FCCI (1-fluoro-2-iodoethane), C([O-])([O-])=O.[K+].[K+] (potassium carbonate), C(C)(C)(C)OC(=O)N[C@H](C(=O)OC(C)(C)C)CCC(C(=O)OC(C)(C)C)CC1=CC=C(C=C1)O (di-tert-butyl (2S)-2-[(tert-butoxycarbonyl)amino]-5-(4-hydroxybenzyl)-hexanedioate). The solvent is CN(C=O)C (N,N-dimethylformamide). Reaction conditions: time 4 hour. The product is C(C)(C)(C)OC(=O)N[C@H](C(=O)OC(C)(C)C)CCC(C(=O)OC(C)(C)C)CC1=CC=C(C=C1)OCCF (Di-tert-butyl (2S)-2-[(tert-butoxycarbonyl)amino]-5-[4-(2-fluoroethoxy)benzyl]-hexanedioate). As a reaction SMILES: [F:1][CH2:2][CH2:3]I.C(=O)([O-])[O-].[K+].[K+].[C:11]([O:15][C:16]([NH:18][C@@H:19]([CH2:27][CH2:28][CH:29]([CH2:37][C:38]1[CH:43]=[CH:42][C:41]([OH:44])=[CH:40][CH:39]=1)[C:30]([O:32][C:33]([CH3:36])([CH3:35])[CH3:34])=[O:31])[C:20]([O:22][C:23]([CH3:26])([CH3:25])[CH3:24])=[O:21])=[O:17])([CH3:14])([CH3:13])[CH3:12]>CN(C)C=O>[C:11]([O:15][C:16]([NH:18][C@@H:19]([CH2:27][CH2:28][CH:29]([CH2:37][C:38]1[CH:39]=[CH:40][C:41]([O:44][CH2:3][CH2:2][F:1])=[CH:42][CH:43]=1)[C:30]([O:32][C:33]([CH3:34])([CH3:35])[CH3:36])=[O:31])[C:20]([O:22][C:23]([CH3:26])([CH3:24])[CH3:25])=[O:21])=[O:17])([CH3:12])([CH3:13])[CH3:14] |f:1.2.3|. Procedure details: To a solution of 54 mg 1-fluoro-2-iodoethane (0.31 mmol) in N,N-dimethylformamide (10 mL) was subsequently added 101 mg potassium carbonate (0.73 mmol), followed by 100 mg di-tert-butyl (2S)-2-[(tert-butoxycarbonyl)amino]-5-(4-hydroxybenzyl)-hexanedioate (from example 12d; 0.21 mmol), and the resulting mixture was stirred for 4 h at room temperature. The mixture was then partitioned between water and ethyl acetate, the aqueous layer was than extracted with ethyl acetate again. The combined organ... Starting materials: CCCCCC, Cc1cc(C)c(C)c(OCC(=O)O)c1. The product is Cc1cc(C)c2c(c1C)OCC2=O. As a reaction SMILES: [CH3:15][CH2:16][CH2:17][CH2:18][CH2:19][CH3:20].[CH3:1][c:2]1[c:3]([O:4][CH2:5][C:6](=[O:7])[OH:8])[cH:9][c:10]([CH3:14])[cH:11][c:12]1[CH3:13]>>[CH3:1][c:2]1[c:3]2[c:9]([c:10]([CH3:14])[cH:11][c:12]1[CH3:13])[C:6](=[O:7])[CH2:5][O:4]2. As a reaction SMILES: [C:22](=[O:23])([O-:24])[O-:25].[CH2:13]([CH3:14])[O:15][CH:16]([CH2:17][Br:18])[O:19][CH2:20][CH3:21].[CH3:29][N:30]([CH3:31])[CH:32]=[O:33].[Cl:1][c:2]1[c:3]2[cH:4][cH:5][cH:6][n:7][c:8]2[c:9]([OH:12])[cH:10][cH:11]1.[K+:26].[K+:27].[OH2:28]>>[Cl:1][c:2]1[c:3]2[cH:4][cH:5][cH:6][n:7][c:8]2[c:9]([O:12][CH2:17][CH:16]([O:15][CH2:13][CH3:14])[O:19][CH2:20][CH3:21])[cH:10][cH:11]1. The reactants are O=C([O-])[O-], CCOC(CBr)OCC, CN(C)C=O, Oc1ccc(Cl)c2cccnc12, [K+], [K+], O. Product: CCOC(COc1ccc(Cl)c2cccnc12)OCC.